From a dataset of the Open Reaction Database (ORD), a public repository of structured organic reaction records. describe an organic reaction: reactants, conditions, products, and yield Reactants: C12CC(CC(CC1)N2)N(C(=O)N(CC)CC)C2CCCCC2 (N-8-azabicyclo[3.2.1]oct-3-yl-N-cyclohexyl-N′,N′-diethylurea), CC(C)(C)OC(=O)N[C@H](CC1=CC=C(C=C1)Cl)C(=O)O (Boc-D-4-chlorophenylalanine), OC1=CC=CC=2NN=NC21 (hydroxybenzotriazole), Cl.CN(CCCN=C=NCC)C (1-(3-dimethylaminopropyl)-3-ethylcarbodiimide hydrochloride), C(C)(C)N(CC)C(C)C (diisopropylethylamine). Run in ClCCl (dichloromethane). Conditions: time 16 hour. The product is ClC1=CC=C(C[C@H](C(=O)N2C3CC(CC2CC3)N(C(=O)N(CC)CC)C3CCCCC3)NC(OC(C)(C)C)=O)C=C1 (tert-butyl [(1R)-1-(4-chlorobenzyl)-2-(3-{cyclohexyl[(di-ethylamino)carbonyl]amino}-8-azabicyclo[3.2.1]oct-8-yl)-2-oxoethyl]carbamate). The yield is 41.3%. Reaction SMILES: [CH:1]12[NH:8][CH:5]([CH2:6][CH2:7]1)[CH2:4][CH:3]([N:9]([CH:17]1[CH2:22][CH2:21][CH2:20][CH2:19][CH2:18]1)[C:10]([N:12]([CH2:15][CH3:16])[CH2:13][CH3:14])=[O:11])[CH2:2]2.[CH3:23][C:24]([O:27][C:28]([NH:30][C@@H:31]([C:40](O)=[O:41])[CH2:32][C:33]1[CH:38]=[CH:37][C:36]([Cl:39])=[CH:35][CH:34]=1)=[O:29])([CH3:26])[CH3:25].OC1C2N=NNC=2C=CC=1.Cl.CN(C)CCCN=C=NCC.C(N(C(C)C)CC)(C)C>ClCCl>[Cl:39][C:36]1[CH:35]=[CH:34][C:33]([CH2:32][C@@H:31]([NH:30][C:28](=[O:29])[O:27][C:24]([CH3:26])([CH3:23])[CH3:25])[C:40]([N:8]2[CH:1]3[CH2:7][CH2:6][CH:5]2[CH2:4][CH:3]([N:9]([CH:17]2[CH2:18][CH2:19][CH2:20][CH2:21][CH2:22]2)[C:10]([N:12]([CH2:13][CH3:14])[CH2:15][CH3:16])=[O:11])[CH2:2]3)=[O:41])=[CH:38][CH:37]=1 |f:3.4|. Procedure details: 1.8 g of N-8-azabicyclo[3.2.1]oct-3-yl-N-cyclohexyl-N′,N′-diethylurea are dissolved in 70 ml of dichloromethane in the presence of 1.75 g of Boc-D-4-chlorophenylalanine, of 0.79 g of hydroxybenzotriazole, of 1.12 g of 1-(3-dimethylaminopropyl)-3-ethylcarbodiimide hydrochloride and of 1.02 ml of diisopropylethylamine. The mixture is stirred at ambient temperature for 16 h. After evaporation to dryness, the residue is hydrolysed and extracted with ethyl acetate until the aqueous phase is completel... The reactants are ice water, S1CCN2C=3C1=CC=CC3C(C2=O)=O (2,3-dihydropyrrolo[1,2,3-de]-1,4-benzothiazine-5,6-dione), BrBr (bromine). Solvent: C(C)(=O)O (acetic acid), C(C)(=O)O (acetic acid). Conditions: time 5 hour. Yields the product BrC=1C=C2C=3N(CCS2)C(C(C3C1)=O)=O (8-Bromo-2,3-dihydropyrrolo[1,2,3-de]-1,4-benzothiazine-5,6-dione). Yield: 73.9%. As a reaction SMILES: [S:1]1[C:6]2=[CH:7][CH:8]=[CH:9][C:10]3[C:11](=[O:14])[C:12](=[O:13])[N:4]([C:5]=32)[CH2:3][CH2:2]1.[Br:15]Br>C(O)(=O)C>[Br:15][C:8]1[CH:7]=[C:6]2[S:1][CH2:2][CH2:3][N:4]3[C:12](=[O:13])[C:11](=[O:14])[C:10]([CH:9]=1)=[C:5]23. Reported procedure: To a solution of 2,3-dihydropyrrolo[1,2,3-de]-1,4-benzothiazine-5,6-dione (2.05 g) in acetic acid (40 ml) was added bromine (0.5 ml) in acetic acid (10 ml) dropwise. The mixture was stirred for 5 hours at room temperature and poured into ice water (200 ml) and the resultant precipitate was collected by filtration, washed with water and dried to yield the title compound (2.10 g, 73.9%). The compound was recrystallized from acetonitrile to give dark red needles, mp 196° C. The reactants are CCS(=O)(=O)Cl, CN(C)C=O, CCOC(C)=O, [H-], O=[N+]([O-])c1cc[nH]n1, [Na+]. Yields the product CCS(=O)(=O)n1ccc([N+](=O)[O-])n1. As a reaction SMILES: [CH2:11]([CH3:12])[S:13](=[O:14])(=[O:15])[Cl:16].[CH3:17][N:18]([CH3:19])[CH:20]=[O:21].[CH3:22][CH2:23][O:24][C:25](=[O:26])[CH3:27].[H-:9].[N+:1](=[O:2])([O-:3])[c:4]1[n:5][nH:6][cH:7][cH:8]1.[Na+:10]>>[N+:1](=[O:2])([O-:3])[c:4]1[n:5][n:6]([S:13]([CH2:11][CH3:12])(=[O:14])=[O:15])[cH:7][cH:8]1. Reactants: BrC1=CN=C(C=2N1C=C(N2)\C=C\C2=NC1=CC=CC=C1C=C2)N2CCOCC2 ((E)-4-(5-Bromo-2-(2-(quinolin-2-yl)vinyl)imidazo[1,2-a]pyrazin-8-yl)morpholine), [Si](C)(C)(C(C)(C)C)OCCNS(=O)(=O)C1=CC=C(C=C1)B(O)O ((4-(N-(2-((tert-butyldimethylsilyl)oxy)ethyl)sulfamoyl)phenyl)boronic acid). Yields the product [Si](C)(C)(C(C)(C)C)OCCNS(=O)(=O)C1=CC=C(C=C1)C1=CN=C(C=2N1C=C(N2)\C=C\C2=NC1=CC=CC=C1C=C2)N2CCOCC2 ((E)-N-(2-((tert-Butyldimethylsilyl)oxy)ethyl)-4-(8-morpholino-2-(2-(quinolin-2-yl)vinyl)imidazo[1,2-a]pyrazin-5-yl)benzenesulfonamide). As a reaction SMILES: Br[C:2]1[N:7]2[CH:8]=[C:9](/[CH:11]=[CH:12]/[C:13]3[CH:22]=[CH:21][C:20]4[C:15](=[CH:16][CH:17]=[CH:18][CH:19]=4)[N:14]=3)[N:10]=[C:6]2[C:5]([N:23]2[CH2:28][CH2:27][O:26][CH2:25][CH2:24]2)=[N:4][CH:3]=1.[Si:29]([O:36][CH2:37][CH2:38][NH:39][S:40]([C:43]1[CH:48]=[CH:47][C:46](B(O)O)=[CH:45][CH:44]=1)(=[O:42])=[O:41])([C:32]([CH3:35])([CH3:34])[CH3:33])([CH3:31])[CH3:30]>>[Si:29]([O:36][CH2:37][CH2:38][NH:39][S:40]([C:43]1[CH:48]=[CH:47][C:46]([C:2]2[N:7]3[CH:8]=[C:9](/[CH:11]=[CH:12]/[C:13]4[CH:22]=[CH:21][C:20]5[C:15](=[CH:16][CH:17]=[CH:18][CH:19]=5)[N:14]=4)[N:10]=[C:6]3[C:5]([N:23]3[CH2:24][CH2:25][O:26][CH2:27][CH2:28]3)=[N:4][CH:3]=2)=[CH:45][CH:44]=1)(=[O:42])=[O:41])([C:32]([CH3:35])([CH3:34])[CH3:33])([CH3:31])[CH3:30]. Reported procedure: Compound 2b was subjected to Suzuki coupling reaction conditions as described in Example 1, Step G, with (4-(N-(2-((tert-butyldimethylsilyl)oxy)ethyl)sulfamoyl)phenyl)boronic acid to obtain compound 33a. Mass Spectrum (LCMS, ESI pos.) Calcd. For C35H42N6O4SSi: 671.3 (M+H). Found 671.3. Reactants: {2-[3-(3-methoxy-5-trifluoromethyl-phenyl)-3-cyclopentylmethyl-ureido]-thiazol-5-ylsulfanyl}-acetic acid ethyl, C(C)OC(CSC1=CN=C(S1)N)=O ((2-amino-thiazol-5-ylsulfanyl)acetic acid ethyl ester), C1(CCCC1)CN(C(NC=1SC=C(N1)CC(=O)O)=O)C1=CC=C(C=C1)S(=O)(=O)C ({2-[3-cyclopentylmethyl-3-(4-methanesulfonyl-phenyl)-ureido]-thiazol-4-yl}-acetic acid), C1(CCCC1)CNC1=CC(=CC(=C1)C(F)(F)F)OC (cyclopentylmethyl-(3-methoxy-5-trifluoromethyl-phenyl)-amine). Product: C1(CCCC1)CN(C(NC=1SC(=CN1)SCC(=O)O)=O)C1=CC(=CC(=C1)C(F)(F)F)OC ({2-[3-Cyclopentylmethyl-3-(3-methoxy-5-trifluoromethyl-phenyl)-ureido]-thiazol-5-ylsulfanyl}-acetic acid). As a reaction SMILES: C1(CN(C2C=CC(S(C)(=O)=O)=CC=2)[C:8](=[O:19])[NH:9][C:10]2[S:11][CH:12]=[C:13](CC(O)=O)[N:14]=2)CCCC1.[CH:30]1([CH2:35][NH:36][C:37]2[CH:42]=[C:41]([C:43]([F:46])([F:45])[F:44])[CH:40]=[C:39]([O:47][CH3:48])[CH:38]=2)[CH2:34][CH2:33][CH2:32][CH2:31]1.C([O:51][C:52](=[O:61])[CH2:53][S:54]C1SC(N)=NC=1)C>>[CH:30]1([CH2:35][N:36]([C:37]2[CH:42]=[C:41]([C:43]([F:45])([F:46])[F:44])[CH:40]=[C:39]([O:47][CH3:48])[CH:38]=2)[C:8](=[O:19])[NH:9][C:10]2[S:11][C:12]([S:54][CH2:53][C:52]([OH:61])=[O:51])=[CH:13][N:14]=2)[CH2:31][CH2:32][CH2:33][CH2:34]1. Procedure details: The title compound was prepared via {2-[3-(3-methoxy-5-trifluoromethyl-phenyl)-3-cyclopentylmethyl-ureido]-thiazol-5-ylsulfanyl}-acetic acid ethyl esterin a similar manner as described for the synthesis of {2-[3-cyclopentylmethyl-3-(4-methanesulfonyl-phenyl)-ureido]-thiazol-4-yl}-acetic acid, using cyclopentylmethyl-(3-methoxy-5-trifluoromethyl-phenyl)-amine and (2-amino-thiazol-5-ylsulfanyl)acetic acid ethyl ester